Dataset: the Open Reaction Database (ORD), a public repository of structured organic reaction records. Task: describe an organic reaction: reactants, conditions, products, and yield Reaction SMILES: C([O:5][C:6](=[O:32])[C:7]([S:10][C:11]1[S:12][CH:13]=[C:14]([CH2:16][CH2:17][NH:18][C:19]2[CH:24]=[CH:23][C:22]([C:25]3[CH:30]=[CH:29][C:28]([F:31])=[CH:27][CH:26]=3)=[CH:21][CH:20]=2)[N:15]=1)([CH3:9])[CH3:8])(C)(C)C.FC(F)(F)C(O)=O.[Cl:40]CCl>>[ClH:40].[F:31][C:28]1[CH:29]=[CH:30][C:25]([C:22]2[CH:21]=[CH:20][C:19]([NH:18][CH2:17][CH2:16][C:14]3[N:15]=[C:11]([S:10][C:7]([CH3:9])([CH3:8])[C:6]([OH:32])=[O:5])[S:12][CH:13]=3)=[CH:24][CH:23]=2)=[CH:26][CH:27]=1 |f:3.4|. Reported procedure: 2-[(4-{2-[(4′Fluorobiphenyl-4-yl)amino]ethyl}-1,3-thiazol-2-yl)thio]-2-methylpropionic acid tert-butyl ester (300 mg) obtained in Example 256-3 was dissolved in dichloromethane (4 mL), trifluoroacetic acid (4 mL) was added, and the mixture was stirred at room temperature for 20 hr. The reaction mixture was concentrated under reduced pressure, and the residue was purified by silica gel chromatography (elution solvent; hexane:ethyl acetate=2:1 to 1:1). The obtained compound was dissolved in diethy... Yields the product Cl.FC1=CC=C(C=C1)C1=CC=C(C=C1)NCCC=1N=C(SC1)SC(C(=O)O)(C)C (2-[(4-{2-[(4′-fluorobiphenyl-4-yl)amino]ethyl}-1,3-thiazol-2-yl)thio]-2-methylpropionic acid hydrochloride). The reactants are C(C)(C)(C)OC(C(C)(C)SC=1SC=C(N1)CCNC1=CC=C(C=C1)C1=CC=C(C=C1)F)=O (2-[(4-{2-[(4′-fluorobiphenyl-4-yl)amino]ethyl}-1,3-thiazol-2-yl)thio]-2-methylpropionic acid tert-butyl ester), ClCCl (dichloromethane), FC(C(=O)O)(F)F (trifluoroacetic acid). Reaction conditions: time 20 hour.